describe an organic reaction: reactants, conditions, products, and yield From a dataset of the Open Reaction Database (ORD), a public repository of structured organic reaction records. Starting materials: Cl (hydrochloric acid), NC=1SC=C(N1)CC(=O)OCC (ethyl 2-amino-4-thiazolyl-acetate), C(Cl)(Cl)Cl (chloroform), C(C1=CC=CC=C1)(C1=CC=CC=C1)(C1=CC=CC=C1)Cl (trityl chloride). Run in O (water), C(C)N(CC)CC (triethylamine). Reaction conditions: time 3 hour. The product is C(C1=CC=CC=C1)(C1=CC=CC=C1)(C1=CC=CC=C1)NC=1SC=C(N1)CC(=O)O (2-tritylamino-4-thiazolyl-acetic acid). Yield: 66.5%. RXN SMILES: [NH2:1][C:2]1[S:3][CH:4]=[C:5]([CH2:7][C:8]([O:10]CC)=[O:9])[N:6]=1.C(Cl)(Cl)Cl.[C:17](Cl)([C:30]1[CH:35]=[CH:34][CH:33]=[CH:32][CH:31]=1)([C:24]1[CH:29]=[CH:28][CH:27]=[CH:26][CH:25]=1)[C:18]1[CH:23]=[CH:22][CH:21]=[CH:20][CH:19]=1.Cl>O.C(N(CC)CC)C>[C:17]([NH:1][C:2]1[S:3][CH:4]=[C:5]([CH2:7][C:8]([OH:10])=[O:9])[N:6]=1)([C:18]1[CH:23]=[CH:22][CH:21]=[CH:20][CH:19]=1)([C:30]1[CH:31]=[CH:32][CH:33]=[CH:34][CH:35]=1)[C:24]1[CH:25]=[CH:26][CH:27]=[CH:28][CH:29]=1. Reported procedure: A mixture of 930 mg of ethyl 2-amino-4-thiazolyl-acetate, 25 ml of dry chloroform, 0.8 ml of triethylamine and 1.65 g of trityl chloride was stirred for 3 hours and then 3 ml of N hydrochloric acid and 5 ml of water were added thereto. The mixture was stirred and decanted and 5 ml of N hydrochloric acid and 5 ml of water were again added. The mixture was decanted and the organic phase was dried and evaporated to dryness. The residue was added to 10 ml of dioxane and 6 ml of N sodium hydroxide an... Reactants: ClCCCC1=NOC2=C1C=CC(=C2)F (3-(3-chloropropyl)-6-fluoro-1,2-benzisoxazole), C(CC)(=O)N(C1=CC=CC=C1)C1CCNCC1 (4-(N-propionylanilino)piperidine), C([O-])([O-])=O.[K+].[K+] (potassium carbonate), [I-].[K+] (potassium iodide). Run in CN(C=O)C (dimethylformamide). Yields the product Cl.FC1=CC2=C(C(=NO2)CCCN2CCC(CC2)N(C2=CC=CC=C2)C(CC)=O)C=C1 (1-[3-(6-Fluoro-1,2-benzisoxazol-3-yl)propyl]-4-(N-propionylanilino)piperidine hydrochloride). The yield is 52.1%. Reaction SMILES: [Cl:1][CH2:2][CH2:3][CH2:4][C:5]1[C:9]2[CH:10]=[CH:11][C:12]([F:14])=[CH:13][C:8]=2[O:7][N:6]=1.[C:15]([N:19]([CH:26]1[CH2:31][CH2:30][NH:29][CH2:28][CH2:27]1)[C:20]1[CH:25]=[CH:24][CH:23]=[CH:22][CH:21]=1)(=[O:18])[CH2:16][CH3:17].C(=O)([O-])[O-].[K+].[K+].[I-].[K+]>CN(C)C=O>[ClH:1].[F:14][C:12]1[CH:11]=[CH:10][C:9]2[C:5]([CH2:4][CH2:3][CH2:2][N:29]3[CH2:28][CH2:27][CH:26]([N:19]([C:15](=[O:18])[CH2:16][CH3:17])[C:20]4[CH:21]=[CH:22][CH:23]=[CH:24][CH:25]=4)[CH2:31][CH2:30]3)=[N:6][O:7][C:8]=2[CH:13]=1 |f:2.3.4,5.6,8.9|. Procedure details: A mixture of 9.8 g of 3-(3-chloropropyl)-6-fluoro-1,2-benzisoxazole, 10 g of 4-(N-propionylanilino)piperidine, 7.1 g potassium carbonate, and a few crystals potassium iodide in 125 ml of dimethylformamide was stirred at 75° C. for three hrs. The reaction mixture was cooled, filtered and concentrated to an oil. The oil was stirred with water and extracted with ether. The organic extracts were washed with water (2x), saturated sodium chloride solution and dried over anhydrous magnesium sulfate, fi...